This data is from the Open Reaction Database (ORD), a public repository of structured organic reaction records. The task is: describe an organic reaction: reactants, conditions, products, and yield Starting materials: [NH4+].[Cl-].[OH-].[NH4+] (NH4Cl ammonium hydroxide), BrC=1C=CC(=C(C1)[C@]1(N=C(O[C@@H]2C[C@H]12)N)CF)F ((1R,5S,6R)-5-(5-bromo-2-fluorophenyl)-5-(fluoromethyl)-2-oxa-4-azabicyclo[4.1.0]hept-3-en-3-amine), [N-]=[N+]=[N-].[Na+] (sodium azide), (+)-sodium 1-ascorbate, (1R,2R)-(−)-N,N″-dimethylcyclohexane-1,2-diamine, CP(C)C (Trimethylphosphine). Reagents/catalysts: [Cu]I (copper(I) iodide). The solvent is C(Cl)Cl (CH2Cl2), O (water), C1CCOC1 (THF), O (water), O (water), CCO (EtOH), C(Cl)Cl (CH2Cl2). Conditions: temperature 70 celsius, time 20 minute. Product: NC=1C=CC(=C(C1)[C@]1(N=C(O[C@@H]2C[C@H]12)N)CF)F ((1R,5S,6R)-5-(5-amino-2-fluorophenyl)-5-(fluoromethyl)-2-oxa-4-azabicyclo[4.1.0]hept-3-en-3-amine). The yield is 92.9%. As a reaction SMILES: Br[C:2]1[CH:3]=[CH:4][C:5]([F:18])=[C:6]([C@:8]2([CH2:16][F:17])[C@@H:14]3[C@@H:12]([CH2:13]3)[O:11][C:10]([NH2:15])=[N:9]2)[CH:7]=1.[N-:19]=[N+]=[N-].[Na+].[NH4+].[Cl-].[OH-].[NH4+].CP(C)C>C(Cl)Cl.C1COCC1.O.[Cu]I.CCO>[NH2:19][C:2]1[CH:3]=[CH:4][C:5]([F:18])=[C:6]([C@:8]2([CH2:16][F:17])[C@@H:14]3[C@@H:12]([CH2:13]3)[O:11][C:10]([NH2:15])=[N:9]2)[CH:7]=1 |f:1.2,3.4.5.6|. Procedure details: To a mixture of (1R,5S,6R)-5-(5-bromo-2-fluorophenyl)-5-(fluoromethyl)-2-oxa-4-azabicyclo[4.1.0]hept-3-en-3-amine (6g-B, 0.61 g, 1.9 mmol), sodium azide (0.388 g, 5.96 mmol), (+)-sodium 1-ascorbate (0.080 g, 0.41 mmol), copper(I) iodide (0.086 g, 0.45 mmol) and (1R,2R)-(−)-N,N″-dimethylcyclohexane-1,2-diamine (0.075 mL, 0.47 mmol) under argon atmosphere were added EtOH (2.40 mL) and water (1.2 mL). The reaction mixture was heated at 70° C. for 1.5 h. The cooled reaction mixture was poured into a...